This data is from the Open Reaction Database (ORD), a public repository of structured organic reaction records. The task is: describe an organic reaction: reactants, conditions, products, and yield Reactants: Cl (HCl), ClC1=C(C=C2C(=C1)NC(C21C(NC(CC1C1=C(C=CC(=C1)Cl)OC(CC)(CC)C(=O)OC)=O)C1=C(C=CC(=C1)F)C)=O)F (racemic (2′S,3S,4′R)-6-chloro-4′-[5-chloro-2-(1-methoxycarbonyl-1-ethyl-propoxy)-phenyl]-5-fluoro-2′-(5-fluoro-2-methyl-phenyl)spiro[3H-indole-3,3′-piperidine]-2,6′(1H)-dione), O[Li].O (LiOH.H2O), O (H2O). The solvent is CO (methanol). Run at temperature 80 celsius. Yields the product ClC1=C(C=C2C(=C1)NC(C21C(NC(CC1C1=C(C=CC(=C1)Cl)OC(CC)(CC)C(=O)O)=O)C1=C(C=CC(=C1)F)C)=O)F (racemic (2′S,3S,4′R)-6-chloro-5-fluoro-4′-[5-chloro-2-(1-hydroxycarbonyl-1-ethyl-propoxy)-phenyl]-2′-(5-fluoro-2-methyl-phenyl)spiro[3H-indole-3,3′-piperidine]-2,6′(1H)-dione). RXN SMILES: [Cl:1][C:2]1[CH:7]=[C:6]2[NH:8][C:9](=[O:42])[C:10]3([CH:15]([C:16]4[CH:21]=[C:20]([Cl:22])[CH:19]=[CH:18][C:17]=4[O:23][C:24]([C:29]([O:31]C)=[O:30])([CH2:27][CH3:28])[CH2:25][CH3:26])[CH2:14][C:13](=[O:33])[NH:12][CH:11]3[C:34]3[CH:39]=[C:38]([F:40])[CH:37]=[CH:36][C:35]=3[CH3:41])[C:5]2=[CH:4][C:3]=1[F:43].O[Li].O.O.Cl>CO>[Cl:1][C:2]1[CH:7]=[C:6]2[NH:8][C:9](=[O:42])[C:10]3([CH:15]([C:16]4[CH:21]=[C:20]([Cl:22])[CH:19]=[CH:18][C:17]=4[O:23][C:24]([C:29]([OH:31])=[O:30])([CH2:27][CH3:28])[CH2:25][CH3:26])[CH2:14][C:13](=[O:33])[NH:12][CH:11]3[C:34]3[CH:39]=[C:38]([F:40])[CH:37]=[CH:36][C:35]=3[CH3:41])[C:5]2=[CH:4][C:3]=1[F:43] |f:1.2|. Procedure details: A mixture of racemic (2′S,3S,4′R)-6-chloro-4′-[5-chloro-2-(1-methoxycarbonyl-1-ethyl-propoxy)-phenyl]-5-fluoro-2′-(5-fluoro-2-methyl-phenyl)spiro[3H-indole-3,3′-piperidine]-2,6′(1H)-dione (120 mg, 0.19 mmol), LiOH.H2O (140 mg, 3.3 mmol), H2O (1.25 mL) and methanol (3.75 mL) was heated at 80° C. for 1 h. After cooled to room temperature, the mixture was acidified by addition of 0.5 N HCl and partitioned between EtOAc and water. The organic phase was washed with brine, dried over anhydrous Na2SO4 ... The reactants are [H-].[Na+] (Sodium hydride), C12C(NC(C2C1)=O)=O (3-azabicyclo[3.1.0]hexane-2,4-dione), BrCC(CCCC)CC (1-bromo-2-ethylhexane). The solvent is CN(C=O)C (dimethylformamide), O (water). Reaction conditions: time 16 hour. Yields the product C(C)C(CN1C(C2CC2C1=O)=O)CCCC (3-(2-Ethylhex-1 -yl)-3-azabicyclo[3.1.0]hexane-2,4-dione). Reaction SMILES: [H-].[Na+].[CH:3]12[CH2:8][CH:7]1[C:6](=[O:9])[NH:5][C:4]2=[O:10].Br[CH2:12][CH:13]([CH2:18][CH3:19])[CH2:14][CH2:15][CH2:16][CH3:17]>CN(C)C=O.O>[CH2:18]([CH:13]([CH2:14][CH2:15][CH2:16][CH3:17])[CH2:12][N:5]1[C:6](=[O:9])[CH:7]2[CH:3]([CH2:8]2)[C:4]1=[O:10])[CH3:19] |f:0.1|. Procedure details: Sodium hydride (0.11 g) was added to a solution of 3-azabicyclo[3.1.0]hexane-2,4-dione (0.3 g) and 1-bromo-2-ethylhexane (0.52 g) in dimethylformamide (5 ml) and the resulting mixture was stirred at room temperature under a nitrogen atmosphere for 16 hours. The mixture was diluted with water (15 ml) and then extracted with toluene (20 ml). The organic extract was washed with water (15 ml), dried (MgSO4) and evaporated in vacuo. The residue was purified by Kugelrohr distillation (boiling point 14... Reported procedure: 5.0 g (16.0 mmol) of 9-(4-tert-butylphenyl)anthracene and 90 mL of carbon tetrachloride were put into a 500-mL three-neck flask and were stirred. A solution in which 2.8 g (18 mmol) of bromine was dissolved in 10 mL of carbon tetrachloride was dropped into the above solution through a dropping funnel. After that, the solution was stirred at the room temperature for 1 hour, and a sodium thiosulfate aqueous solution was added to the reaction solution to complete the reaction. A water layer of the ... Starting materials: C(C)(C)(C)C1=CC=C(C=C1)C=1C2=CC=CC=C2C=C2C=CC=CC12 (9-(4-tert-butylphenyl)anthracene), BrBr (bromine), S(=S)(=O)([O-])[O-].[Na+].[Na+] (sodium thiosulfate). RXN SMILES: [C:1]([C:5]1[CH:10]=[CH:9][C:8]([C:11]2[C:12]3[C:17]([CH:18]=[C:19]4[C:24]=2[CH:23]=[CH:22][CH:21]=[CH:20]4)=[CH:16][CH:15]=[CH:14][CH:13]=3)=[CH:7][CH:6]=1)([CH3:4])([CH3:3])[CH3:2].[Br:25]Br.S([O-])([O-])(=O)=S.[Na+].[Na+]>C(Cl)(Cl)(Cl)Cl>[Br:25][C:18]1[C:19]2[C:24]([C:11]([C:8]3[CH:7]=[CH:6][C:5]([C:1]([CH3:4])([CH3:2])[CH3:3])=[CH:10][CH:9]=3)=[C:12]3[C:17]=1[CH:16]=[CH:15][CH:14]=[CH:13]3)=[CH:23][CH:22]=[CH:21][CH:20]=2 |f:2.3.4|. The product is BrC=1C2=CC=CC=C2C(=C2C=CC=CC12)C1=CC=C(C=C1)C(C)(C)C (9-bromo-10-(4-tert-butylphenyl)anthracene). Run in C(Cl)(Cl)(Cl)Cl (carbon tetrachloride), C(Cl)(Cl)(Cl)Cl (carbon tetrachloride). Reactants: [Cl-].[Al+3].[Cl-].[Cl-] (aluminum chloride), ClC1=CC=C(C=C1)NC(C=CC1=CC=CC=C1)=O (N-(4-chlorophenyl)cinnamamide), ice. The solvent is ClC1=CC=CC=C1 (chlorobenzene). Run at temperature 125 celsius, time 3 hour. The product is ClC1=C2C=CC(NC2=CC=C1)=O (5-chloro-2-quinolinone). Reaction SMILES: ClC1C=CC([NH:8][C:9](=[O:18])[CH:10]=[CH:11][C:12]2[CH:17]=[CH:16][CH:15]=[CH:14][CH:13]=2)=CC=1.[Cl-:19].[Al+3].[Cl-].[Cl-]>ClC1C=CC=CC=1>[Cl:19][C:13]1[CH:14]=[CH:15][CH:16]=[C:17]2[C:12]=1[CH:11]=[CH:10][C:9](=[O:18])[NH:8]2 |f:1.2.3.4|. Procedure: To a mixture of N-(4-chlorophenyl)cinnamamide (8.3 g), and chlorobenzene (60 ml) was added portionwise aluminum chloride (21.4 g) trader nitrogen at room temperature and the reaction mixture was slowly warmed up to 125° C. and kept at that temperature for 3 hours. The reaction mixture was cooled down and poured over 400 g of ice. The product crystallized out as a pink solid which was filtered and dried. Reactants: COC(=O)C1CCS(=O)(=O)N1Cc1cccc(C#N)c1, Cl, [Li+], C1CCOC1, [OH-], O, O. Product: N#Cc1cccc(CN2C(C(=O)O)CCS2(=O)=O)c1. Reaction SMILES: [CH3:1][O:2][C:3](=[O:4])[CH:5]1[N:6]([CH2:12][c:13]2[cH:14][c:15]([C:19]#[N:20])[cH:16][cH:17][cH:18]2)[S:7](=[O:10])(=[O:11])[CH2:8][CH2:9]1.[ClH:24].[Li+:23].[O:26]1[CH2:27][CH2:28][CH2:29][CH2:30]1.[OH-:22].[OH2:21].[OH2:25]>>[O:2]=[C:3]([OH:4])[CH:5]1[N:6]([CH2:12][c:13]2[cH:14][c:15]([C:19]#[N:20])[cH:16][cH:17][cH:18]2)[S:7](=[O:10])(=[O:11])[CH2:8][CH2:9]1. The reactants are C(C1=CC=CC=C1)=O (benzaldehyde), C(C1=CC=CC=C1)N (benzylamine), C(=O)O (formic acid). The reagents and catalysts are [Ir] (iridium). The solvent is CO (methanol). Conditions: temperature 60 celsius. Yields the product crude product, C(C1=CC=CC=C1)NCC1=CC=CC=C1 (dibenzylamine). As a reaction SMILES: [CH:1](=O)[C:2]1[CH:7]=[CH:6][CH:5]=[CH:4][CH:3]=1.[CH2:9]([NH2:16])[C:10]1[CH:15]=[CH:14][CH:13]=[CH:12][CH:11]=1.C(O)=O>[Ir].CO>[CH2:1]([NH:16][CH2:9][C:10]1[CH:15]=[CH:14][CH:13]=[CH:12][CH:11]=1)[C:2]1[CH:7]=[CH:6][CH:5]=[CH:4][CH:3]=1. Reported procedure: Under an argon-gas atmosphere, 5 mL of dehydrated methanol, 505 μL (5.0 mmol) of benzaldehyde (MW: 106.12), 545 μL (5.0 mmol) of benzylamine (MW: 107.15), 566 μL (15.0 mmol) of formic acid (MW: 46.43), and 5.90 mg (0.01 mmol, S/C=500) of the iridium catalyst Ir-7 (MW: 590.13) were introduced in a 20-mL Schlenk tube, and the mixture was stirred while heating at 60° C. for 1.5 hr. After distillation of the solvent, a saturated sodium hydrogen carbonate solution was added, then a product was extrac... The reactants are C(#N)C=1C=C(C=CC1)B(O)O (3-Cyanophenyl boronic acid), C(C)(C)(C)OC(=O)N1CCC(=CC1)OS(=O)(=O)C(F)(F)F (4-(trifluoromethanesulfonyloxy)-3,6-dihydro-2H-pyridine-1-carboxylic acid tert-butyl ester), palladium tetrakistriphenyl phosphine. Solvent: C([O-])([O-])=O.[Na+].[Na+] (sodium carbonate), C(C)#N (acetonitrile). Product: C(C)(C)(C)OC(=O)N1CCC(=CC1)C1=CC(=CC=C1)C#N (4-(3-Cyanophenyl)-3,6-dihydro-2H-pyridin-1-carboxylic acid tert-butyl ester). Isolated yield 77.9%. RXN SMILES: [C:1]([C:3]1[CH:4]=[C:5](B(O)O)[CH:6]=[CH:7][CH:8]=1)#[N:2].[C:12]([O:16][C:17]([N:19]1[CH2:24][CH:23]=[C:22](OS(C(F)(F)F)(=O)=O)[CH2:21][CH2:20]1)=[O:18])([CH3:15])([CH3:14])[CH3:13]>C(#N)C.C(=O)([O-])[O-].[Na+].[Na+]>[C:12]([O:16][C:17]([N:19]1[CH2:20][CH:21]=[C:22]([C:5]2[CH:6]=[CH:7][CH:8]=[C:3]([C:1]#[N:2])[CH:4]=2)[CH2:23][CH2:24]1)=[O:18])([CH3:15])([CH3:13])[CH3:14] |f:3.4.5|. Reported procedure: 3-Cyanophenyl boronic acid (1.8 g, 12.2 mmol) and 4-(trifluoromethanesulfonyloxy)-3,6-dihydro-2H-pyridine-1-carboxylic acid tert-butyl ester (5.0 g, 15.2 mmol;) are dissolved in acetonitrile (60 ml) and 0.4 M aqueous sodium carbonate (60 ml). The solution is degassed and treated with palladium tetrakistriphenyl phosphine (0.81 g, 0.7 mmol) at 90° C. for 1 hour. The reaction is cooled, filtered warmed and the filtrate is concentrated to an oil. The oil is extracted with methylene chloride (3×) an... The reactants are CCCCCC.C(C)(=O)OCC (n-hexane ethyl acetate), CS(=O)(=O)C1=CC=C(C=C1)S(=O)(=O)N (4-methylsulfonylbenzenesulfonamide), Cl (hydrochloric acid), ClC=1C=C(C(=O)Cl)C=CN1 (2-chloroisonicotinoyl chloride). Solvent: N1=CC=CC=C1 (pyridine). Reaction conditions: time 2 hour. The product is CS(=O)(=O)C1=CC=C(C=C1)S(=O)(=O)NC(C1=CC(=NC=C1)Cl)=O (N-(4-methylsulfonylphenylsulfonyl)-2-chloroisonicotinamide). Yield: 74.7%. As a reaction SMILES: [CH3:1][S:2]([C:5]1[CH:10]=[CH:9][C:8]([S:11]([NH2:14])(=[O:13])=[O:12])=[CH:7][CH:6]=1)(=[O:4])=[O:3].[Cl:15][C:16]1[CH:17]=[C:18]([CH:22]=[CH:23][N:24]=1)[C:19](Cl)=[O:20].Cl.CCCCCC.C(OCC)(=O)C>N1C=CC=CC=1>[CH3:1][S:2]([C:5]1[CH:6]=[CH:7][C:8]([S:11]([NH:14][C:19](=[O:20])[C:18]2[CH:22]=[CH:23][N:24]=[C:16]([Cl:15])[CH:17]=2)(=[O:13])=[O:12])=[CH:9][CH:10]=1)(=[O:4])=[O:3] |f:3.4|. Procedure details: 2.3 g (0.01 mol) of 4-methylsulfonylbenzenesulfonamide were dissolved in 20 ml of pyridine, and added dropwise by 1.7 g (0.01 mol) of 2-chloroisonicotinoyl chloride at room temperature, followed by agitation for 2 hrs. at the same temperature. After acidified by adding aqueous hydrochloric acid, the precipitate was extracted by ethyl acetate. The organic layer obtained was dried and then concentrated to precipitate crude crystals, which were recrystallized by n-hexane/ethyl acetate to 2.8 g (yie...